Task: describe an organic reaction: reactants, conditions, products, and yield. Dataset: the Open Reaction Database (ORD), a public repository of structured organic reaction records Starting materials: CC(C)(C)OC(=O)N1CCC(S)CC1, CC(C)(C)[O-], Cc1ccc2ccc3ccc(C)nc3c2n1, Cc1ccccc1, [Cu]I, [Mg], Nc1ccc(I)cn1, [Na+]. The product is CC(C)(C)OC(=O)N1CCC(Sc2ccc(N)nc2)CC1. RXN SMILES: [C:23]([CH3:24])([CH3:25])([CH3:26])[O:27][C:28](=[O:29])[N:30]1[CH2:31][CH2:32][CH:33]([SH:36])[CH2:34][CH2:35]1.[CH3:17][C:18]([CH3:19])([O-:20])[CH3:21].[CH3:1][c:2]1[cH:3][cH:4][c:5]2[c:6]([c:7]3[c:8]([cH:9][cH:10]2)[cH:11][cH:12][c:13]([CH3:14])[n:15]3)[n:16]1.[CH3:48][c:49]1[cH:50][cH:51][cH:52][cH:53][cH:54]1.[Cu:46][I:47].[Mg:37].[NH2:38][c:39]1[n:40][cH:41][c:42]([I:45])[cH:43][cH:44]1.[Na+:22]>>[C:23]([CH3:24])([CH3:25])([CH3:26])[O:27][C:28](=[O:29])[N:30]1[CH2:31][CH2:32][CH:33]([S:36][c:42]2[cH:41][n:40][c:39]([NH2:38])[cH:44][cH:43]2)[CH2:34][CH2:35]1. Reactants: saturated solution, Cl (HCl), C(C1=CC=CC=C1)NC([C@H]1NCCC1)=O (proline benzylamide). The solvent is C(C)(C)O (isopropanol), C(C)(C)O (isopropanol). Conditions: time 2 hour. The product is Cl.C(C1=CC=CC=C1)NC([C@H]1NCCC1)=O (proline benzylamide hydrochloride). Reaction SMILES: [CH2:1]([NH:8][C:9](=[O:15])[C@@H:10]1[CH2:14][CH2:13][CH2:12][NH:11]1)[C:2]1[CH:7]=[CH:6][CH:5]=[CH:4][CH:3]=1.[ClH:16]>C(O)(C)C>[ClH:16].[CH2:1]([NH:8][C:9](=[O:15])[C@@H:10]1[CH2:14][CH2:13][CH2:12][NH:11]1)[C:2]1[CH:3]=[CH:4][CH:5]=[CH:6][CH:7]=1 |f:3.4|. Procedure: 413 g of the proline benzylamide obtained in this way were dissolved in 400 ml of isopropanol. 630 ml of a saturated solution of HCl in isopropanol were added, the resulting suspension was stirred at 0°-5° C. for 2 h, and the solid was filtered off with suction and washed twice with 250 ml of isopropanol. The residue was dried at 50° C. under reduced pressure to obtain 401 g of proline benzylamide hydrochloride; aD20 :--45° The reactants are C(CCCCCCCCCC)C1=NC=CC=C1 (2-n-undecylpyridine), OO (hydrogen peroxide), OO (hydrogen peroxide). The solvent is C(C)(=O)O (acetic acid). Yields the product C(CCCCCCCCCC)C1=[N+](C=CC=C1)[O-] (2-n-undecylpyridine N-oxide). The yield is 91.0%. RXN SMILES: [CH2:1]([C:12]1[CH:17]=[CH:16][CH:15]=[CH:14][N:13]=1)[CH2:2][CH2:3][CH2:4][CH2:5][CH2:6][CH2:7][CH2:8][CH2:9][CH2:10][CH3:11].[OH:18]O>C(O)(=O)C>[CH2:1]([C:12]1[CH:17]=[CH:16][CH:15]=[CH:14][N+:13]=1[O-:18])[CH2:2][CH2:3][CH2:4][CH2:5][CH2:6][CH2:7][CH2:8][CH2:9][CH2:10][CH3:11]. Procedure details: A solution of 11.0 g (47 mmol) of 2-n-undecylpyridine and 8 ml of an aqueous 35% hydrogen peroxide dissolved in 30 ml of glacial acetic acid was heated at 70° to 80° C. for 3 hours, and further 3 ml of the aqueous hydrogen peroxide was added, followed by heating at the same temperature for 9 hours. After cooling, the mixture was concentrated under a reduced pressure to about a half amount, and 50 ml of water was added and the mixture concentrated to a half amount (repeated twice). The concentrat... Reactants: CC(C=O)(C)C (trimethylacetaldehyde), C(C)(=O)O[BH-](OC(C)=O)OC(C)=O.[Na+] (sodium triacetoxyborohydride), N1(CCCC1)CCOC1=CC=C(CC=2C3=C(SC2C2=CC=C(C=C2)CCN)C=CC=C3)C=C1 (3-[4-[2-(1-Pyrrolidinyl)ethoxy]benzyl]-2-[4-(2-aminoethyl)phenyl]benzo[b]thiophene). The solvent is ClCCl (dichloromethane). Conditions: time 3 hour. Yields the product N1(CCCC1)CCOC1=CC=C(CC=2C3=C(SC2C2=CC=C(C=C2)CCNCCC(C)C)C=CC=C3)C=C1 (3-[4-[2-(1-Pyrrolidinyl)ethoxy]benzyl]-2-[4-[2-(3,3-dimethylpropylamino)ethyl]phenyl]-benzo[b]thiophene). Reaction SMILES: [N:1]1([CH2:6][CH2:7][O:8][C:9]2[CH:33]=[CH:32][C:12]([CH2:13][C:14]3[C:15]4[CH:31]=[CH:30][CH:29]=[CH:28][C:16]=4[S:17][C:18]=3[C:19]3[CH:24]=[CH:23][C:22]([CH2:25][CH2:26][NH2:27])=[CH:21][CH:20]=3)=[CH:11][CH:10]=2)[CH2:5][CH2:4][CH2:3][CH2:2]1.[CH3:34][C:35]([CH3:39])(C)[CH:36]=O.[C:40](O[BH-](OC(=O)C)OC(=O)C)(=O)C.[Na+]>ClCCl>[N:1]1([CH2:6][CH2:7][O:8][C:9]2[CH:33]=[CH:32][C:12]([CH2:13][C:14]3[C:15]4[CH:31]=[CH:30][CH:29]=[CH:28][C:16]=4[S:17][C:18]=3[C:19]3[CH:24]=[CH:23][C:22]([CH2:25][CH2:26][NH:27][CH2:40][CH2:36][CH:35]([CH3:39])[CH3:34])=[CH:21][CH:20]=3)=[CH:11][CH:10]=2)[CH2:2][CH2:3][CH2:4][CH2:5]1 |f:2.3|. Procedure details: 3-[4-[2-(1-Pyrrolidinyl)ethoxy]benzyl]-2-[4-(2-aminoethyl)phenyl]benzo[b]thiophene (75 mg) was dissolved in dichloromethane (3.0 mL), treated with trimethylacetaldehyde (30 μL) and sodium triacetoxyborohydride (56 mg) sequentially and allowed to stir at ambient temperature for 3 h. The reaction mixture was concentrated, and column chromatography with ET3N:EtOAc (0-5%) afforded the product (55 mg). Starting materials: COC(C1=C(C=CC(=C1)Cl)OC)=O (5-chloro-2-methoxy-benzoic acid methyl ester), [H-].[Al+3].[Li+].[H-].[H-].[H-] (lithium aluminum hydride). Solvent: C1CCOC1 (THF). Run at temperature 0 celsius. The product is ClC=1C=CC(=C(C1)CO)OC ((5-Chloro-2-methoxy-phenyl)-methanol). The yield is 999.5%. As a reaction SMILES: C[O:2][C:3](=O)[C:4]1[CH:9]=[C:8]([Cl:10])[CH:7]=[CH:6][C:5]=1[O:11][CH3:12].[H-].[Al+3].[Li+].[H-].[H-].[H-]>C1COCC1>[Cl:10][C:8]1[CH:7]=[CH:6][C:5]([O:11][CH3:12])=[C:4]([CH2:3][OH:2])[CH:9]=1 |f:1.2.3.4.5.6|. Procedure: To a solution of 5-chloro-2-methoxy-benzoic acid methyl ester (20 g, 9.97 mmol) in THF (100 mL) at 0° C. was added dropwise a solution of lithium aluminum hydride (210 mL, 210 mmol, 1M soln. in THF). The solution was then warmed to reflux for 2 hours. The reaction was cooled to 0° C. and carefully quenched by the addition of cold water. The mixture was filtered through celite and the filter cake was washed with diethyl ether. The filtrate was washed with saturated aqueous sodium hydrogen carbona... Starting materials: ClC1=C(N)C=C(C=C1)C(F)(F)F (2-Chloro-5-(trifluoromethyl)aniline), 1-L, C(C)OC=C(C(=O)OCC)C(=O)OCC (diethyl 2-(ethoxymethylene)malonate), C1(=CC=CC=C1)C (toluene). Run in CCCCCC (hexane). Reaction conditions: temperature 140 celsius. Product: ClC1=C(C=C(C=C1)C(F)(F)F)NC=C(C(=O)OCC)C(=O)OCC (diethyl 2-((2-chloro-5-(trifluoromethyl)phenylamino)methylene)malonate). Reaction SMILES: [Cl:1][C:2]1[CH:8]=[CH:7][C:6]([C:9]([F:12])([F:11])[F:10])=[CH:5][C:3]=1[NH2:4].C(O[CH:16]=[C:17]([C:23]([O:25][CH2:26][CH3:27])=[O:24])[C:18]([O:20][CH2:21][CH3:22])=[O:19])C.C1(C)C=CC=CC=1>CCCCCC>[Cl:1][C:2]1[CH:8]=[CH:7][C:6]([C:9]([F:10])([F:11])[F:12])=[CH:5][C:3]=1[NH:4][CH:16]=[C:17]([C:18]([O:20][CH2:21][CH3:22])=[O:19])[C:23]([O:25][CH2:26][CH3:27])=[O:24]. Procedure details: 2-Chloro-5-(trifluoromethyl)aniline (2) (200 g, 1.023 mol), diethyl 2-(ethoxymethylene)malonate (3) (276 g, 1.3 mol) and toluene (100 mL) were combined under a nitrogen atmosphere in a 3-neck, 1-L round bottom flask equipped with Dean-Stark condenser. The solution was heated with stirring to 140° C. and the temperature was maintained for 4 hours (h). The reaction mixture was cooled to 70° C. and hexane (600 mL) was slowly added. The resulting slurry was stirred and allowed to warm to room temper... Starting materials: Cc1cccc(N2CCNCC2)n1, O=C(NCc1ccc(F)cc1)C1(CCCCBr)c2ccccc2-c2ccccc21. Yields the product Cc1cccc(N2CCN(CCCCC3(C(=O)NCc4ccc(F)cc4)c4ccccc4-c4ccccc43)CC2)n1. RXN SMILES: [CH3:1][c:2]1[cH:3][cH:4][cH:5][c:6]([N:8]2[CH2:9][CH2:10][NH:11][CH2:12][CH2:13]2)[n:7]1.[F:14][c:15]1[cH:16][cH:17][c:18]([CH2:19][NH:20][C:21](=[O:22])[C:23]2([CH2:36][CH2:37][CH2:38][CH2:39][Br:40])[c:24]3[cH:25][cH:26][cH:27][cH:28][c:29]3-[c:30]3[cH:31][cH:32][cH:33][cH:34][c:35]32)[cH:41][cH:42]1>>[CH3:1][c:2]1[cH:3][cH:4][cH:5][c:6]([N:8]2[CH2:9][CH2:10][N:11]([CH2:39][CH2:38][CH2:37][CH2:36][C:23]3([C:21]([NH:20][CH2:19][c:18]4[cH:17][cH:16][c:15]([F:14])[cH:42][cH:41]4)=[O:22])[c:24]4[cH:25][cH:26][cH:27][cH:28][c:29]4-[c:30]4[cH:31][cH:32][cH:33][cH:34][c:35]43)[CH2:12][CH2:13]2)[n:7]1.